This data is from the Open Reaction Database (ORD), a public repository of structured organic reaction records. The task is: describe an organic reaction: reactants, conditions, products, and yield The reactants are CC(=O)O, O=C1N(c2ccc(OC(F)(F)F)cc2)CCC12CCNCC2, O=C(Cl)COc1ccccc1. Yields the product O=C(COc1ccccc1)N1CCC2(CC1)CCN(c1ccc(OC(F)(F)F)cc1)C2=O. Reaction SMILES: [C:1]([OH:2])(=[O:3])[CH3:4].[F:5][C:6]([O:7][c:8]1[cH:9][cH:10][c:11]([N:14]2[C:15](=[O:24])[C:16]3([CH2:17][CH2:18]2)[CH2:19][CH2:20][NH:21][CH2:22][CH2:23]3)[cH:12][cH:13]1)([F:25])[F:26].[O:27]([c:28]1[cH:29][cH:30][cH:31][cH:32][cH:33]1)[CH2:34][C:35](=[O:36])[Cl:37]>>[F:5][C:6]([O:7][c:8]1[cH:9][cH:10][c:11]([N:14]2[C:15](=[O:24])[C:16]3([CH2:17][CH2:18]2)[CH2:19][CH2:20][N:21]([C:35]([CH2:34][O:27][c:28]2[cH:29][cH:30][cH:31][cH:32][cH:33]2)=[O:36])[CH2:22][CH2:23]3)[cH:12][cH:13]1)([F:25])[F:26].